Dataset: the Open Reaction Database (ORD), a public repository of structured organic reaction records. Task: describe an organic reaction: reactants, conditions, products, and yield The reactants are Brc1ccc(Br)cc1, CCCC[Sn](CCCC)(CCCC)c1ccnc(SC)n1, Cl[Pd]Cl, Cc1ccccc1C. Yields the product CSc1nccc(-c2ccc(Br)cc2)n1. As a reaction SMILES: [Br:22][c:23]1[cH:24][cH:25][c:26]([Br:27])[cH:28][cH:29]1.[CH3:1][S:2][c:3]1[n:4][cH:5][cH:6][c:7]([Sn:9]([CH2:10][CH2:11][CH2:12][CH3:13])([CH2:14][CH2:15][CH2:16][CH3:17])[CH2:18][CH2:19][CH2:20][CH3:21])[n:8]1.[Pd:38]([Cl:39])[Cl:40].[c:30]1([CH3:31])[c:32]([CH3:33])[cH:34][cH:35][cH:36][cH:37]1>>[CH3:1][S:2][c:3]1[n:4][cH:5][cH:6][c:7](-[c:26]2[cH:25][cH:24][c:23]([Br:22])[cH:29][cH:28]2)[n:8]1.